Dataset: the Open Reaction Database (ORD), a public repository of structured organic reaction records. Task: describe an organic reaction: reactants, conditions, products, and yield As a reaction SMILES: [C:19]([BH3-:20])#[N:21].[CH3:1][O:2][c:3]1[cH:4][c:5]2[c:6]([cH:17][cH:18]1)[CH:7]1[CH2:8][CH2:9][CH:10]3[CH2:11][NH:12][CH2:13][C:14]13[CH2:15][CH2:16]2.[CH3:23][OH:24].[Na+:22]>>[CH3:1][O:2][c:3]1[cH:4][c:5]2[c:6]([cH:17][cH:18]1)[CH:7]1[CH2:8][CH2:9][CH:10]3[CH2:11][N:12]([CH3:19])[CH2:13][C:14]13[CH2:15][CH2:16]2. Product: COc1ccc2c(c1)CCC13CN(C)CC1CCC23. Reactants: [BH3-]C#N, COc1ccc2c(c1)CCC13CNCC1CCC23, CO, [Na+]. Starting materials: C1(CCCCC1)N(S(=O)(=O)CCNCC1=C(C=CC(=C1)C(C1=CC=CC=C1)=O)[N+](=O)[O-])C (2-(5-benzoyl-2-nitro-benzylamino)-ethanesulfonic acid cyclohexyl-methyl-amide), S1C=CC=C1 (thiophene). Reagents/catalysts: [Pd] (Pd/C). Solvent: CO (methanol). Yields the product C1(CCCCC1)N(S(=O)(=O)CCNCC1=C(C=CC(=C1)C(C1=CC=CC=C1)=O)N)C (2-(2-Amino-5-benzoyl-benzylamino)-ethanesulfonic acid cyclohexyl-methyl-amide). As a reaction SMILES: [CH:1]1([N:7]([CH3:32])[S:8]([CH2:11][CH2:12][NH:13][CH2:14][C:15]2[CH:20]=[C:19]([C:21](=[O:28])[C:22]3[CH:27]=[CH:26][CH:25]=[CH:24][CH:23]=3)[CH:18]=[CH:17][C:16]=2[N+:29]([O-])=O)(=[O:10])=[O:9])[CH2:6][CH2:5][CH2:4][CH2:3][CH2:2]1.S1C=CC=C1>CO.[Pd]>[CH:1]1([N:7]([CH3:32])[S:8]([CH2:11][CH2:12][NH:13][CH2:14][C:15]2[CH:20]=[C:19]([C:21](=[O:28])[C:22]3[CH:27]=[CH:26][CH:25]=[CH:24][CH:23]=3)[CH:18]=[CH:17][C:16]=2[NH2:29])(=[O:10])=[O:9])[CH2:2][CH2:3][CH2:4][CH2:5][CH2:6]1. Procedure details: A mixture of 2-(5-benzoyl-2-nitro-benzylamino)-ethanesulfonic acid cyclohexyl-methyl-amide (0.009 mol) in methanol (150 mL) was hydrogenated with 10% Pd/C (1 g) as a catalyst in the presence of thiophene solution (1 mL). After uptake of H2 (3 equiv.), the catalyst was filtered off, and the filtrate was evaporated. The residue was purified by column chromatography over Biotage (eluent: 98:2 CH2Cl2:CH3OH). The purest product fractions were collected and the solvent was evaporated to yield the titl... Reactants: P(O)(O)(O)=O (phosphoric acid), N1(CCCCC1)NC(=O)C1=NN(C(=C1C)C1=CC=C(C=C1)Cl)C1=C(C=C(C=C1)Cl)Cl (N-piperidino-5-(4-chlorophenyl)-1(2,4-dichlorophenyl)-4-methyl-pyrazole-3-carboxamide). Run in CC(=O)CC (methylethylketone). Run at time 20 hour. Product: P(=O)(O)(O)O.N1(CCCCC1)NC(=O)C1=NN(C(=C1C)C1=CC=C(C=C1)Cl)C1=C(C=C(C=C1)Cl)Cl (N-piperidino-5-(4-chlorophenyl)-1-(2,4-dichlorophenyl)-4-methylpyrazole-3-carboxamide dihydrogenphosphate). Isolated yield 93.5%. Reaction SMILES: [P:1](=[O:5])([OH:4])([OH:3])[OH:2].[N:6]1([NH:12][C:13]([C:15]2[C:19]([CH3:20])=[C:18]([C:21]3[CH:26]=[CH:25][C:24]([Cl:27])=[CH:23][CH:22]=3)[N:17]([C:28]3[CH:33]=[CH:32][C:31]([Cl:34])=[CH:30][C:29]=3[Cl:35])[N:16]=2)=[O:14])[CH2:11][CH2:10][CH2:9][CH2:8][CH2:7]1>CC(CC)=O>[P:1]([OH:5])([OH:4])([OH:3])=[O:2].[N:6]1([NH:12][C:13]([C:15]2[C:19]([CH3:20])=[C:18]([C:21]3[CH:22]=[CH:23][C:24]([Cl:27])=[CH:25][CH:26]=3)[N:17]([C:28]3[CH:33]=[CH:32][C:31]([Cl:34])=[CH:30][C:29]=3[Cl:35])[N:16]=2)=[O:14])[CH2:11][CH2:10][CH2:9][CH2:8][CH2:7]1 |f:3.4|. Reported procedure: 4.61 g of 85% phosphoric acid are added at 20°±3° C. to a solution of 18.55 g of the compound obtained in example 195 in 185 ml of methylethylketone. Water is removed by distillation under atmospheric pressure of the azeotrope methylethylketone/water. The mixture is progressively cooled to 20°±3° C. while stirring for 20 hours. The white crystals formed are filtered off, washed with methylethylketone and dried under vacuum to give 21 g of the expected product. DSC: endothermic peak centered at 1... Starting materials: OC=1C=NC=CC1 (3-hydroxypyridine), C([O-])([O-])=O.[Cs+].[Cs+] (cesium carbonate), ClC1=CC=C(C=C1)C1(CCC1)C(=O)N1CC(CCC1)COS(=O)(=O)C (Methanesulfonic Acid 1-[1-(4-chloro-phenyl)-cyclobutanecarbonyl]-piperidin-3-ylmethyl Ester), O1COC2=C1C=CC(=C2)OCC2CN(CCC2)C(=O)C2(CCC2)C2=CC=C(C=C2)Cl ([3-(Benzo[1,3]-dioxol-5-yloxymethyl)-piperidin-1-yl]-[1-(4-chloro-phenyl)-cyclobutyl]-methanone). The product is ClC1=CC=C(C=C1)C1(CCC1)C(=O)N1CC(CCC1)COC=1C=NC=CC1 ([1-(4-Chloro-phenyl)-cyclobutyl]-[3-(pyridin-3-yloxymethyl)-piperidin-1-yl]-methanone). Yield: 52.0%. RXN SMILES: [OH:1][C:2]1[CH:3]=[N:4][CH:5]=[CH:6][CH:7]=1.C(=O)([O-])[O-].[Cs+].[Cs+].[Cl:14][C:15]1[CH:20]=[CH:19][C:18]([C:21]2([C:25]([N:27]3[CH2:32][CH2:31][CH2:30][CH:29]([CH2:33]OS(C)(=O)=O)[CH2:28]3)=[O:26])[CH2:24][CH2:23][CH2:22]2)=[CH:17][CH:16]=1.O1C2C=CC(OCC3CCCN(C(C4(C5C=CC(Cl)=CC=5)CCC4)=O)C3)=CC=2OC1>>[Cl:14][C:15]1[CH:20]=[CH:19][C:18]([C:21]2([C:25]([N:27]3[CH2:32][CH2:31][CH2:30][CH:29]([CH2:33][O:1][C:2]4[CH:3]=[N:4][CH:5]=[CH:6][CH:7]=4)[CH2:28]3)=[O:26])[CH2:24][CH2:23][CH2:22]2)=[CH:17][CH:16]=1 |f:1.2.3|. Procedure details: Compound 85 was synthesized from 3-hydroxypyridine (0.25 g, 2.60 mmol), cesium carbonate (1.27 g, 3.89 mmol) and compound 43 (1.0 g, 2.60 mmol), using the method described for the synthesis of compound 44 to give 0.52 g of the desired product 85. C22H25ClN2O2, LRMS (m/z)=385 MH+). As a reaction SMILES: [Br:1][c:2]1[c:3]([F:9])[cH:4][cH:5][c:6]([F:8])[cH:7]1.[CH2:16]([Li:17])[CH2:18][CH2:19][CH3:20].[CH3:10][CH2:11][CH2:12][CH2:13][CH2:14][CH3:15].[CH3:21][S:22](=[O:23])(=[O:24])[CH2:25][CH2:26][CH2:27][CH2:28][CH:29]=[O:30].[CH3:31][CH2:32][O:33][C:34](=[O:35])[CH3:36].[CH3:37][CH2:38][O:39][CH2:40][CH3:41].[O:42]1[CH2:43][CH2:44][CH2:45][CH2:46]1>>[c:2]1([CH:29]([CH2:28][CH2:27][CH2:26][CH2:25][S:22]([CH3:21])(=[O:23])=[O:24])[OH:30])[c:3]([F:9])[cH:4][cH:5][c:6]([F:8])[cH:7]1. The reactants are Fc1ccc(F)c(Br)c1, [Li]CCCC, CCCCCC, CS(=O)(=O)CCCCC=O, CCOC(C)=O, CCOCC, C1CCOC1. Yields the product CS(=O)(=O)CCCCC(O)c1cc(F)ccc1F. Reactants: O=C([O-])[O-], CCCCCCC, CCOC(C)=O, ClCCCI, O=C1COc2cc(Cl)ccc2N1, [Cs+], [Cs+]. Yields the product O=C1COc2cc(Cl)ccc2N1CCCCl. RXN SMILES: [C:13](=[O:14])([O-:15])[O-:16].[CH3:24][CH2:25][CH2:26][CH2:27][CH2:28][CH2:29][CH3:30].[CH3:31][CH2:32][O:33][C:34]([CH3:35])=[O:36].[Cl:19][CH2:20][CH2:21][CH2:22][I:23].[Cl:1][c:2]1[cH:3][c:4]2[c:5]([cH:11][cH:12]1)[NH:6][C:7](=[O:10])[CH2:8][O:9]2.[Cs+:17].[Cs+:18]>>[Cl:1][c:2]1[cH:3][c:4]2[c:5]([cH:11][cH:12]1)[N:6]([CH2:22][CH2:21][CH2:20][Cl:19])[C:7](=[O:10])[CH2:8][O:9]2. The reactants are FC1=CC=C(C=C1)C(CCN(CCCCCCCN)C)C1=NC=CC=C1 (N-[3-(4-fluorophenyl)-3-(2-pyridyl)propyl]-N-methyl-1,7-heptanediamine), C(=O)(N1C=NC=C1)N1C=NC=C1 (1,1'-carbonyldiimidazole), N(C(=N)N)C=1SC=C(N1)CSCCN (2-[[(2-guanidino-4-thiazolyl)methyl]thio]ethaneamine). Run in C(Cl)Cl (methylene chloride). The product is FC1=CC=C(C=C1)C(CCN(C)CCCCCCCNC(=O)NCCSCC=1N=C(SC1)NC(=N)N)C1=NC=CC=C1 (N-[7-[N-[3-(4-fluorophenyl)-3-(2-pyridyl)propyl]-N-methylamino]heptyl]-N'-[2-[[(2-guanidino-4-thiazolyl)methyl]thio]ethyl]urea). RXN SMILES: [F:1][C:2]1[CH:7]=[CH:6][C:5]([CH:8]([C:21]2[CH:26]=[CH:25][CH:24]=[CH:23][N:22]=2)[CH2:9][CH2:10][N:11]([CH3:20])[CH2:12][CH2:13][CH2:14][CH2:15][CH2:16][CH2:17][CH2:18][NH2:19])=[CH:4][CH:3]=1.[C:27](N1C=CN=C1)(N1C=CN=C1)=[O:28].[NH:39]([C:43]1[S:44][CH:45]=[C:46]([CH2:48][S:49][CH2:50][CH2:51][NH2:52])[N:47]=1)[C:40]([NH2:42])=[NH:41]>C(Cl)Cl>[F:1][C:2]1[CH:7]=[CH:6][C:5]([CH:8]([C:21]2[CH:26]=[CH:25][CH:24]=[CH:23][N:22]=2)[CH2:9][CH2:10][N:11]([CH2:12][CH2:13][CH2:14][CH2:15][CH2:16][CH2:17][CH2:18][NH:19][C:27]([NH:52][CH2:51][CH2:50][S:49][CH2:48][C:46]2[N:47]=[C:43]([NH:39][C:40]([NH2:42])=[NH:41])[S:44][CH:45]=2)=[O:28])[CH3:20])=[CH:4][CH:3]=1. Reported procedure: Preparation is effected analogously to Example 63, using 0.9 g (2.5 mmol) of N-[3-(4-fluorophenyl)-3-(2-pyridyl)propyl]-N-methyl-1,7-heptanediamine, an equimolar amount of 1,1'-carbonyldiimidazole and 0.65 g (2.8 mmol) of 2-[[(2-guanidino-4-thiazolyl)methyl]thio]ethaneamine as starting materials. Working up by chromatography (eluant: methylene chloride) analogously to Example 63 yields the purified title compound in the form of a dry foam; MS (+FAB method): m/z (rel. int.[%])=615 ([M+H]+ 2), 214...